The task is: describe an organic reaction: reactants, conditions, products, and yield. This data is from the Open Reaction Database (ORD), a public repository of structured organic reaction records. As a reaction SMILES: [CH2:30]([CH2:31][CH3:32])[I:33].[H-:1].[N+:8](=[O:9])([O-:10])[c:11]1[c:12]([CH2:13][C:14]2([C:21](=[O:22])[O:23][CH2:24][CH3:25])[C:15](=[O:20])[NH:16][CH2:17][CH2:18][CH2:19]2)[cH:26][cH:27][cH:28][cH:29]1.[Na+:2].[O:3]=[CH:4][N:5]([CH3:6])[CH3:7].[OH2:34]>>[N+:8](=[O:9])([O-:10])[c:11]1[c:12]([CH2:13][C:14]2([C:21](=[O:22])[O:23][CH2:24][CH3:25])[C:15](=[O:20])[N:16]([CH2:30][CH2:31][CH3:32])[CH2:17][CH2:18][CH2:19]2)[cH:26][cH:27][cH:28][cH:29]1. The product is CCCN1CCCC(Cc2ccccc2[N+](=O)[O-])(C(=O)OCC)C1=O. The reactants are CCCI, [H-], CCOC(=O)C1(Cc2ccccc2[N+](=O)[O-])CCCNC1=O, [Na+], CN(C)C=O, O.